This data is from the Open Reaction Database (ORD), a public repository of structured organic reaction records. The task is: describe an organic reaction: reactants, conditions, products, and yield The reactants are [Br-], COCOc1c(C=O)csc1-c1ccc(C(C)(C)C)cc1, CCOCC, C1CCOC1, C[Mg+], [Cl-], [NH4+]. The product is COCOc1c(C(C)O)csc1-c1ccc(C(C)(C)C)cc1. RXN SMILES: [Br-:6].[C:9]([CH3:10])([CH3:11])([CH3:12])[c:13]1[cH:14][cH:15][c:16](-[c:19]2[s:20][cH:21][c:22]([CH:28]=[O:29])[c:23]2[O:24][CH2:25][O:26][CH3:27])[cH:17][cH:18]1.[CH2:1]([O:2][CH2:3][CH3:4])[CH3:5].[CH2:32]1[O:33][CH2:34][CH2:35][CH2:36]1.[CH3:7][Mg+:8].[Cl-:30].[NH4+:31]>>[CH3:1][CH:28]([c:22]1[cH:21][s:20][c:19](-[c:16]2[cH:15][cH:14][c:13]([C:9]([CH3:10])([CH3:11])[CH3:12])[cH:18][cH:17]2)[c:23]1[O:24][CH2:25][O:26][CH3:27])[OH:29]. Reactants: BrC=1C=CC(=C(C1)C1=NC=CC(=C1)C)F (2-(5-Bromo-2-fluorophenyl)-4-methylpyridine), C(CCC)[Sn](C1=CN=C2N1C=CC(=N2)C(F)(F)F)(CCCC)CCCC (3-tributylstannyl-7-trifluoromethylimidazo[1,2-α]pyrimidine). The product is FC1=C(C=C(C=C1)C1=CN=C2N1C=CC(=N2)C(F)(F)F)C2=NC=CC(=C2)C (3-[4-fluoro-3-(4-methylpyridin-2-yl)phenyl]-7-trifluoromethylimidazo[1,2-α]pyrimidine). RXN SMILES: Br[C:2]1[CH:3]=[CH:4][C:5]([F:15])=[C:6]([C:8]2[CH:13]=[C:12]([CH3:14])[CH:11]=[CH:10][N:9]=2)[CH:7]=1.C([Sn](CCCC)(CCCC)[C:21]1[N:25]2[CH:26]=[CH:27][C:28]([C:30]([F:33])([F:32])[F:31])=[N:29][C:24]2=[N:23][CH:22]=1)CCC>>[F:15][C:5]1[CH:4]=[CH:3][C:2]([C:21]2[N:25]3[CH:26]=[CH:27][C:28]([C:30]([F:31])([F:32])[F:33])=[N:29][C:24]3=[N:23][CH:22]=2)=[CH:7][C:6]=1[C:8]1[CH:13]=[C:12]([CH3:14])[CH:11]=[CH:10][N:9]=1. Reported procedure: 2-(5-Bromo-2-fluorophenyl)-4-methylpyridine was coupled to 3-tributylstannyl-7-trifluoromethylimidazo[1,2-α]pyrimidine by the method of Example 32. Purification by chromatography on silica gel eluting with dichloromethane containing 1% methanol, then crystallisation from ethyl acetate/isohexane, gave 3-[4-fluoro-3-(4-methylpyridin-2-yl)phenyl]-7-trifluoromethylimidazo[1,2-α]pyrimidine as a yellow powder: δH (400 MHz, CDCl3) 8.87 (1H, d, J 7), 8.58 (1H, d, J 5), 8.24 (1H, dd, J 7 and 2), 8.12 (1H... Reactants: C(C)(=O)NC1=C(NC2=CC(=CC=C12)Cl)C(C1=CC(=CC=C1)N)=O (3-Acetylamino-2-(3-aminobenzoyl)-6-chloroindole). Run in Cl.CO (HCl MeOH). Yields the product Cl.C(C)(=O)NC1=C(NC2=CC(=CC=C12)Cl)C(C1=CC(=CC=C1)N)=O (3-Acetylamino-2-(3-aminobenzoyl)-6-chloroindole hydrochloride). Isolated yield 135.2%. As a reaction SMILES: [C:1]([NH:4][C:5]1[C:13]2[C:8](=[CH:9][C:10]([Cl:14])=[CH:11][CH:12]=2)[NH:7][C:6]=1[C:15](=[O:23])[C:16]1[CH:21]=[CH:20][CH:19]=[C:18]([NH2:22])[CH:17]=1)(=[O:3])[CH3:2]>Cl.CO>[ClH:14].[C:1]([NH:4][C:5]1[C:13]2[C:8](=[CH:9][C:10]([Cl:14])=[CH:11][CH:12]=2)[NH:7][C:6]=1[C:15](=[O:23])[C:16]1[CH:21]=[CH:20][CH:19]=[C:18]([NH2:22])[CH:17]=1)(=[O:3])[CH3:2] |f:1.2,3.4|. Procedure: 3-Acetylamino-2-(3-aminobenzoyl)-6-chloroindole (Example 135, 0.41 g, 1.3 mmol) was stirred in 10% HCl—MeOH (3.0 ml) for 10 min and then solvent removed by evaporation. The residual solid was recrystallized from ethanol/diethyl ether to afford 320 mg (70%) of the title compound as a yellow solid. m.p.:>300° C. The reactants are OC=1C=C2CCC(C(C2=CC1)=O)C1=CC=CC=C1 (6-hydroxy-2-phenyl-3,4-dihydro-2H-naphthalen-1-one), C(C)[SiH](CC)CC (triethylsilane). Solvent: FC(C(=O)O)(F)F (trifluoroacetic acid). Reaction conditions: temperature 60 celsius. Yields the product C1(=CC=CC=C1)C1CC=2C=CC(=CC2CC1)O (6-Phenyl-5,6,7,8-tetrahydro-naphthalen-2-ol). RXN SMILES: [OH:1][C:2]1[CH:3]=[C:4]2[C:9](=[CH:10][CH:11]=1)[C:8](=O)[CH:7]([C:13]1[CH:18]=[CH:17][CH:16]=[CH:15][CH:14]=1)[CH2:6][CH2:5]2.C([SiH](CC)CC)C>FC(F)(F)C(O)=O>[C:13]1([CH:7]2[CH2:6][CH2:5][C:4]3[CH:3]=[C:2]([OH:1])[CH:11]=[CH:10][C:9]=3[CH2:8]2)[CH:18]=[CH:17][CH:16]=[CH:15][CH:14]=1. Procedure: To a solution of 6-hydroxy-2-phenyl-3,4-dihydro-2H-naphthalen-1-one (50 mg) in trifluoroacetic acid was added triethylsilane (98 mg). The mixture was heated at 60° C. for 3 h. Solvent was evaporated, water added to the residue and the mixture extracted with ethyl acetate. Organic extract was dried and evaporated. 1H NMR (400 MHz, d6-DMSO) δ: 9.02 (s, 1H), 7.18-7.32 (m, 5H), 6.87 (d, 1H, J 7.9), 6.50-6.53 (m, 2H), 2.68-2.92 (m, 5H), 1.94-1.99 (m, 1H), 1.81-1.89 (m, 1H). Reactants: NC1=CC(=NC(=C1Cl)Cl)C(=O)NCC1CCN(CC1)CC1=CN=C(S1)C1=NC=CC=C1 (4-amino-5,6-dichloro-N-((1-((2-(pyridin-2-yl)thiazol-5-yl)methyl)piperidin-4-yl)methyl)picolinamide), NCCO (2-aminoethanol). The solvent is CC(=O)N(C)C (dimethyl acetamide). Run at temperature 160 celsius. Product: NC1=CC(=NC(=C1Cl)NCCO)C(=O)NCC1CCN(CC1)CC1=CN=C(S1)C1=NC=CC=C1 (4-Amino-5-chloro-6-(2-hydroxyethylamino)-N-((1-((2-(pyridin-2-yl)thiazol-5-yl)methyl)piperidin-4-yl)methyl)picolinamide). Yield: 56.3%. RXN SMILES: [NH2:1][C:2]1[C:7]([Cl:8])=[C:6](Cl)[N:5]=[C:4]([C:10]([NH:12][CH2:13][CH:14]2[CH2:19][CH2:18][N:17]([CH2:20][C:21]3[S:25][C:24]([C:26]4[CH:31]=[CH:30][CH:29]=[CH:28][N:27]=4)=[N:23][CH:22]=3)[CH2:16][CH2:15]2)=[O:11])[CH:3]=1.[NH2:32][CH2:33][CH2:34][OH:35]>CC(N(C)C)=O>[NH2:1][C:2]1[C:7]([Cl:8])=[C:6]([NH:32][CH2:33][CH2:34][OH:35])[N:5]=[C:4]([C:10]([NH:12][CH2:13][CH:14]2[CH2:19][CH2:18][N:17]([CH2:20][C:21]3[S:25][C:24]([C:26]4[CH:31]=[CH:30][CH:29]=[CH:28][N:27]=4)=[N:23][CH:22]=3)[CH2:16][CH2:15]2)=[O:11])[CH:3]=1. Procedure: The compound prepared in Example 407 (0.065 g) and 2-aminoethanol (0.008 g) were suspended in dimethyl acetamide (3 mL) and heated at 160° C. for 30 minutes. The reaction mixture was heated at 200° C. for 1 hour. The reaction mixture was cooled to room temperature and partitioned between saturated aqueous sodium bicarbonate and ethyl acetate. The organics were washed with brine, dried, magnesium sulfate and concentrated under reduced pressure to afford the crude material. The crude material was ...